From a dataset of the Open Reaction Database (ORD), a public repository of structured organic reaction records. describe an organic reaction: reactants, conditions, products, and yield The reactants are C(CC)(=O)OCC (ethyl propanoate), C(C)(C)NC(C)C (diisopropylamine), C(CCC)[Li] (n-butyllithium), CCCCCC (hexane), C(\C=C\C1=CC=CC=C1)=O (trans cinnamaldehyde), C[Si](C)(C)[N-][Si](C)(C)C.[Li+] (lithium bis(trimethylsilyl)amide). Run in O1CCCC1 (tetrahydrofuran), O1CCCC1 (tetrahydrofuran), O1CCCC1 (tetrahydrofuran). Reaction conditions: time 0.5 hour. The product is C[C@@H]1C(N[C@@H]1C=CC1=CC=CC=C1)=O (cis-3-Methyl-4-styryl-2-azetidinone). As a reaction SMILES: C([NH:4]C(C)C)(C)C.C([Li])CCC.CCCCCC.[C:19]([O:23]CC)(=O)[CH2:20][CH3:21].[CH:26](=O)/[CH:27]=[CH:28]/[C:29]1[CH:34]=[CH:33][CH:32]=[CH:31][CH:30]=1.C[Si]([N-][Si](C)(C)C)(C)C.[Li+]>O1CCCC1>[CH3:21][C@H:20]1[C@@H:26]([CH:27]=[CH:28][C:29]2[CH:34]=[CH:33][CH:32]=[CH:31][CH:30]=2)[NH:4][C:19]1=[O:23] |f:5.6|. Procedure details: To a stirred solution of diisopropylamine (1.19 g, 11.9 mmol) in dry tetrahydrofuran (20 ml), at -40° C. under dry nitrogen was added a solution of n-butyllithium in hexane (2.5M; 4.76 ml, 11.9 mmol). The resulting solution was stirred for 0.5 hours, whilst being allowed to warm to room temperature, then cooled to -70° C. before dropwise addition of a solution of ethyl propanoate (1.19 ml, 10 mmol) in dry tetrahydrofuran (20 ml), at such a rate that the temperature did not exceed -65° C. After a...